From a dataset of the Open Reaction Database (ORD), a public repository of structured organic reaction records. describe an organic reaction: reactants, conditions, products, and yield Starting materials: FC(C=1C=NN(C1)CC(=O)O)(F)F ([4-(trifluoromethyl)-1H-pyrazol-1-yl]acetic acid), NC=1C=C(C=NC1)C(=O)C1=CN(C2=C1C=NC=C2F)C(CO)C ((5-aminopyridin-3-yl)[7-fluoro-1-(2-hydroxy-1-methylethyl)-1H-pyrrolo[3,2-c]pyridin-3-yl]methanone). Product: FC=1C2=C(C=NC1)C(=CN2C(CO)C)C(=O)C=2C=C(C=NC2)NC(CN2N=CC(=C2)C(F)(F)F)=O (N-(5-{[7-fluoro-1-(1-hydroxypropan-2-yl)-1H-pyrrolo[3,2-c]pyridin-3-yl]carbonyl}pyridin-3-yl)-2-[4-(trifluoromethyl)-1H-pyrazol-1-yl]acetamide). Reaction SMILES: [F:1][C:2]([F:13])([F:12])[C:3]1[CH:4]=[N:5][N:6]([CH2:8][C:9]([OH:11])=O)[CH:7]=1.[NH2:14][C:15]1[CH:16]=[C:17]([C:21]([C:23]2[C:27]3[CH:28]=[N:29][CH:30]=[C:31]([F:32])[C:26]=3[N:25]([CH:33]([CH3:36])[CH2:34][OH:35])[CH:24]=2)=[O:22])[CH:18]=[N:19][CH:20]=1>>[F:32][C:31]1[C:26]2[N:25]([CH:33]([CH3:36])[CH2:34][OH:35])[CH:24]=[C:23]([C:21]([C:17]3[CH:16]=[C:15]([NH:14][C:9](=[O:11])[CH2:8][N:6]4[CH:7]=[C:3]([C:2]([F:1])([F:13])[F:12])[CH:4]=[N:5]4)[CH:20]=[N:19][CH:18]=3)=[O:22])[C:27]=2[CH:28]=[N:29][CH:30]=1. Procedure: Prepared according to Method M (Example 206) using [4-(trifluoromethyl)-1H-pyrazol-1-yl]acetic acid (Preparation 74) and (5-aminopyridin-3-yl)[7-fluoro-1-(2-hydroxy-1-methylethyl)-1H-pyrrolo[3,2-c]pyridin-3-yl]methanone (Enantiomer 2, Preparation 26). The residue was purified using preparative TLC eluting with 5% MeOH in EtOAc. LCMS (5 minute run) Rt=2.85 minutes MS m/z 491 [M+H]+ Reactants: C(CCC)(=O)OC/1=CC(N\C1=C/C(C)C)=O ((Z)-4-Butyryloxy-5-isobutylidene-3-pyrrolin-2-one). Reagents/catalysts: [Pd] (palladium). The solvent is C1(=CC=CC=C1)C (toluene). Yields the product C(CCC)(=O)OC1CC(NC1CC(C)C)=O ((4RS,5RS)-4-Butyryloxy-5-isobutylpyrrolidin-2-one). RXN SMILES: [C:1]([O:6][C:7]1=[CH:8][C:9](=[O:16])[NH:10]/[C:11]/1=[CH:12]\[CH:13]([CH3:15])[CH3:14])(=[O:5])[CH2:2][CH2:3][CH3:4]>C1(C)C=CC=CC=1.[Pd]>[C:1]([O:6][CH:7]1[CH:11]([CH2:12][CH:13]([CH3:15])[CH3:14])[NH:10][C:9](=[O:16])[CH2:8]1)(=[O:5])[CH2:2][CH2:3][CH3:4]. Procedure: 30.0 g of (Z)-4-butyryloxy-5-isobutylidene-3-pyrrolin-2-one (produced according to Example 3) was dissolved in 300 ml of toluene, mixed with 3.0 g of palladium/activated carbon(5 percent of pf Pd) and hydrogenated for 24 hours in an autoclave at 2 MPa (20 bar). Then the catalyst was filtered off, the filtrate was concentrated by evaporation and the residue was recrystallized from hexane. The yield of the title compound was 23.50 g (77 percent of theory). The title compound had a melting point of... Starting materials: OC(CC(C)=O)CCSC1=CC=C(C=C1)C(F)(F)F (4-hydroxy-6-(4-trifluoromethylphenylthio)-2-hexanone), S(O)(O)(=O)=O (sulfuric acid). Solvent: C1(=CC=CC=C1)C (toluene). The product is FC(C1=CC=C(C=C1)SCCC=CC(C)=O)(F)F (6-(4-trifluoromethylphenylthio)-3-hexen-2-one). The yield is 57.1%. Reaction SMILES: O[CH:2]([CH2:7][CH2:8][S:9][C:10]1[CH:15]=[CH:14][C:13]([C:16]([F:19])([F:18])[F:17])=[CH:12][CH:11]=1)[CH2:3][C:4](=[O:6])[CH3:5].S(=O)(=O)(O)O>C1(C)C=CC=CC=1>[F:18][C:16]([F:17])([F:19])[C:13]1[CH:14]=[CH:15][C:10]([S:9][CH2:8][CH2:7][CH:2]=[CH:3][C:4](=[O:6])[CH3:5])=[CH:11][CH:12]=1. Procedure details: 1.46 Grams of 4-hydroxy-6-(4-trifluoromethylphenylthio)-2-hexanone were dissolved in 15 ml of toluene, and 0.35 g of concentrated aqueous sulfuric acid solution was added thereto. The resulting mixture was refluxed for 15 minutes with stirring, allowed to cool and then treated in the same manner as in Production example 34. Thus, 1.15 g of 6-(4-trifluoromethylphenylthio)-3-hexen-2-one (trans : cis =4.2 : 1) were obtained (purity: 68.0%). The yield was 57.1%. Percent recovery of the starting mate... Starting materials: CN1C=NC=C1C(O)C1=CC(=NC=C1)C(F)(F)F ((1-methyl-1H-imidazol-5-yl)(2-(trifluoromethyl)pyridin-4-yl)methanol), Intermediate 27. Reagents/catalysts: [O-2].[O-2].[Mn+4] (manganese dioxide). Run in O1CCOCC1 (1,4-dioxane). The product is CN1C=NC=C1C(=O)C1=CC(=NC=C1)C(F)(F)F ((1-Methyl-1H-imidazol-5-yl)(2-(trifluoromethyl)pyridin-4-yl)methanone). Reaction SMILES: [CH3:1][N:2]1[C:6]([CH:7]([C:9]2[CH:14]=[CH:13][N:12]=[C:11]([C:15]([F:18])([F:17])[F:16])[CH:10]=2)[OH:8])=[CH:5][N:4]=[CH:3]1>O1CCOCC1.[O-2].[O-2].[Mn+4]>[CH3:1][N:2]1[C:6]([C:7]([C:9]2[CH:14]=[CH:13][N:12]=[C:11]([C:15]([F:18])([F:16])[F:17])[CH:10]=2)=[O:8])=[CH:5][N:4]=[CH:3]1 |f:2.3.4|. Procedure: A heterogeneous mixture of (1-methyl-1H-imidazol-5-yl)(2-(trifluoromethyl)pyridin-4-yl)methanol (0.300 g, 1.16 mmol, Intermediate 27: step a) and manganese dioxide (0.506 g, 5.83 mmol) in 1,4-dioxane (12 mL) was stirred at 100° C. for 1 hour. The reaction mixture was then cooled to room temperature, filtered through Celite®, washed with EtOAc, and concentrated. The organic phase was dried (MgSO4), filtered, and concentrated. The crude product was purified by flash column chromatography (silica g... Starting materials: C1CCNCC1, CCO, N#CCC#N, O, O=Cc1ccc(O)c(O)c1. The product is N#CC(C#N)=Cc1ccc(O)c(O)c1. RXN SMILES: [CH2:20]1[CH2:21][CH2:22][NH:23][CH2:24][CH2:25]1.[CH3:17][CH2:18][OH:19].[N:11]#[C:12][CH2:13][C:14]#[N:15].[OH2:16].[OH:1][c:2]1[cH:3][c:4]([CH:5]=[O:6])[cH:7][cH:8][c:9]1[OH:10]>>[OH:1][c:2]1[cH:3][c:4]([CH:5]=[C:13]([C:12]#[N:11])[C:14]#[N:15])[cH:7][cH:8][c:9]1[OH:10]. The reactants are C(C)(C)(C)OC(=O)C(CC(=O)O)=C(C(N(C\C=C\C1=CC=CC=C1)C(C(CC=1OC(=CC1)C(NC1=CC=CC=C1)=O)C1=CC2=C(C=C1)OCO2)C)=O)O (3-(tert-butoxycarbonyl)-4-hydroxy-4-[N-[(1RS,2RS)-1-methyl-2-(3,4-methylenedioxyphenyl)-3-{5-(phenylcarbamoyl)-2-furyl}propyl]-N-{(E)-3-phenyl-2-propenyl}carbamoyl]-3-butenoic acid), C1(=CC=CC=C1)/C=C/CNC(C(CC=1OC(=CC1)C(NC1=CC=CC=C1)=O)C1=CC2=C(C=C1)OCO2)C (N-{(E)-3-phenyl-2-propenyl}-[(1RS,2RS)-1-methyl-2-(3,4-methylenedioxyphenyl)-3-{5-(phenylcarbamoyl)-2-furyl}propyl]amine), Cl.NO (hydroxylamine hydrochloride), N1=CC=CC=C1 (pyridine). The solvent is C(C)O (ethanol). The product is C(C)OC(=O)C(CC(=O)O)=C(C(N(C\C=C\C1=CC=CC=C1)C(C(CC=1OC(=CC1)C(NC1=CC=CC=C1)=O)C1=CC2=C(C=C1)OCO2)C)=O)O (3-(ethoxycarbonyl)-4-hydroxy-4-[N-[(1RS,2RS)-1-methyl-2-(3,4-methylenedioxyphenyl)-3-{5-(phenylcarbamoyl)-2-furyl}propyl]-N-{(E)-3-phenyl-2-propenyl}carbamoyl]-3-butenoic acid). Yield: 33.7%. RXN SMILES: [C:1]([O:5][C:6]([C:8](=[C:13]([OH:53])[C:14](=[O:52])[N:15]([CH:25]([CH3:51])[CH:26]([C:42]1[CH:47]=[CH:46][C:45]2[O:48][CH2:49][O:50][C:44]=2[CH:43]=1)[CH2:27][C:28]1[O:29][C:30]([C:33](=[O:41])[NH:34][C:35]2[CH:40]=[CH:39][CH:38]=[CH:37][CH:36]=2)=[CH:31][CH:32]=1)[CH2:16]/[CH:17]=[CH:18]/[C:19]1[CH:24]=[CH:23][CH:22]=[CH:21][CH:20]=1)[CH2:9][C:10]([OH:12])=[O:11])=[O:7])(C)(C)[CH3:2].C1(/C=C/CNC(C)C(C2C=CC3OCOC=3C=2)CC2OC(C(=O)NC3C=CC=CC=3)=CC=2)C=CC=CC=1.Cl.NO.N1C=CC=CC=1>C(O)C>[CH2:1]([O:5][C:6]([C:8](=[C:13]([OH:53])[C:14](=[O:52])[N:15]([CH:25]([CH3:51])[CH:26]([C:42]1[CH:47]=[CH:46][C:45]2[O:48][CH2:49][O:50][C:44]=2[CH:43]=1)[CH2:27][C:28]1[O:29][C:30]([C:33](=[O:41])[NH:34][C:35]2[CH:40]=[CH:39][CH:38]=[CH:37][CH:36]=2)=[CH:31][CH:32]=1)[CH2:16]/[CH:17]=[CH:18]/[C:19]1[CH:20]=[CH:21][CH:22]=[CH:23][CH:24]=1)[CH2:9][C:10]([OH:12])=[O:11])=[O:7])[CH3:2] |f:2.3|. Procedure: 37 mg of 3-(tert-butoxycarbonyl)-4-hydroxy-4-[N-[(1RS,2RS)-1-methyl-2-(3,4-methylenedioxyphenyl)-3-{5-(phenylcarbamoyl)-2-furyl}propyl]-N-{(E)-3-phenyl-2-propenyl}carbamoyl]-3-butenoic acid prepared by reactions similar to those in Example 1 using N-{(E)-3-phenyl-2-propenyl}-[(1RS,2RS)-1-methyl-2-(3,4-methylenedioxyphenyl)-3-{5-(phenylcarbamoyl)-2-furyl}propyl]amine instead of N-{(E)-3-phenyl-2-propenyl}-[(1R,2R)-1-methyl-2-(3,4-methylenedioxyphenyl)-3-{5-(phenylcarbamoyl)-2-furyl}propyl]amine u... Reactants: BrC=1C=CC(=NC1)I (5-bromo-2-iodopyridine), 2-o-tolylboronic acid, C1(=CC=CC=C1)C (toluene). The yield is 84.0%. Procedure details: To an argon-purged and evacuated slurry of 910 mg (3.21 mmol) of 5-bromo-2-iodopyridine and 436 mg (3.21 mmol, 1.0 eq.) of 2-o-tolylboronic acid in 8 mL of toluene and 3.2 mL of 2 M aqueous sodium carbonate, was added 36 mg (0.032 mmol, 0.01 eq) of tetrakis(tri-phenylphosphine) palladium. The reaction mixture was purged and evacuated with argon twice more and then set to reflux under argon for 15 h. The reaction was cooled and partitioned between water and EtOAc. The layers were separated, and t... RXN SMILES: [Br:1][C:2]1[CH:3]=[CH:4][C:5](I)=[N:6][CH:7]=1.[C:9]1([CH3:15])[CH:14]=[CH:13][CH:12]=[CH:11][CH:10]=1>C(=O)([O-])[O-].[Na+].[Na+].[Pd].C1(P(C2C=CC=CC=2)C2C=CC=CC=2)C=CC=CC=1.C1(P(C2C=CC=CC=2)C2C=CC=CC=2)C=CC=CC=1.C1(P(C2C=CC=CC=2)C2C=CC=CC=2)C=CC=CC=1.C1(P(C2C=CC=CC=2)C2C=CC=CC=2)C=CC=CC=1>[Br:1][C:2]1[CH:3]=[CH:4][C:5]([C:10]2[CH:11]=[CH:12][CH:13]=[CH:14][C:9]=2[CH3:15])=[N:6][CH:7]=1 |f:2.3.4,5.6.7.8.9|. Reagents/catalysts: [Pd].C1(=CC=CC=C1)P(C1=CC=CC=C1)C1=CC=CC=C1.C1(=CC=CC=C1)P(C1=CC=CC=C1)C1=CC=CC=C1.C1(=CC=CC=C1)P(C1=CC=CC=C1)C1=CC=CC=C1.C1(=CC=CC=C1)P(C1=CC=CC=C1)C1=CC=CC=C1 (tetrakis(tri-phenylphosphine) palladium). Yields the product BrC=1C=CC(=NC1)C1=C(C=CC=C1)C (5-Bromo-2-o-tolylpyridine). Solvent: C([O-])([O-])=O.[Na+].[Na+] (sodium carbonate). The reactants are solution, N[C@H]1[C@@H]2[C@@H]([C@@H](C3=CC4=C(OCO4)C=C13)C1=CC(=C(C(=C1)OC)O)OC)C(OC2)=O ((5R,5aR,8aS,9S)-9-amino-5-(4-hydroxy-3,5-dimethoxyphenyl)-5,8,8a,9-tetrahydrofuro[3′,4′:6,7]naphtho[2,3-d][1,3]dioxol-6(5aH)-one), [Si](C)(C)(C(C)(C)C)Cl (tert-butyldimethylsilyl chloride), N1C=NC=C1 (imidazole). Solvent: CN(C=O)C (dimethylformamide). The product is N[C@H]1[C@@H]2[C@@H]([C@@H](C3=CC4=C(OCO4)C=C13)C1=CC(=C(C(=C1)OC)O[Si](C)(C)C(C)(C)C)OC)C(OC2)=O ((5R,5aR,8aS,9S)-9-amino-5-(4-{[tert-butyl(dimethyl)silyl]oxy}-3,5-dimethoxyphenyl)-5,8,8a,9-tetrahydrofuro[3′,4′:6,7]naphtho[2,3-d][1,3]dioxol-6(5aH)-one). Reaction SMILES: [NH2:1][C@@H:2]1[C:14]2[C:6](=[CH:7][C:8]3[O:12][CH2:11][O:10][C:9]=3[CH:13]=2)[C@@H:5]([C:15]2[CH:20]=[C:19]([O:21][CH3:22])[C:18]([OH:23])=[C:17]([O:24][CH3:25])[CH:16]=2)[C@H:4]2[C:26](=[O:29])[O:27][CH2:28][C@H:3]12.[Si:30](Cl)([C:33]([CH3:36])([CH3:35])[CH3:34])([CH3:32])[CH3:31].N1C=CN=C1>CN(C)C=O>[NH2:1][C@@H:2]1[C:14]2[C:6](=[CH:7][C:8]3[O:12][CH2:11][O:10][C:9]=3[CH:13]=2)[C@@H:5]([C:15]2[CH:16]=[C:17]([O:24][CH3:25])[C:18]([O:23][Si:30]([C:33]([CH3:36])([CH3:35])[CH3:34])([CH3:32])[CH3:31])=[C:19]([O:21][CH3:22])[CH:20]=2)[C@H:4]2[C:26](=[O:29])[O:27][CH2:28][C@H:3]12. Procedure: A 63.4 mmol solution of (5R,5aR,8aS,9S)-9-amino-5-(4-hydroxy-3,5-dimethoxyphenyl)-5,8,8a,9-tetrahydrofuro[3′,4′:6,7]naphtho[2,3-d][1,3]dioxol-6(5aH)-one, 111.8 mmol of tert-butyldimethylsilyl chloride and 510 mmol of imidazole in 1.6 l of anhydrous dimethylformamide is stirred for 20 hours at ambient temperature. The reaction mixture is then washed with 2 l of water then 1 l of ether. The ether phase is then decanted and the aqueous phase extracted with ether. The organic phases are then dried o... Starting materials: C(#N)C=1C=C(C(=O)NNC(=O)C=2OC=C(C2C2=CC=CC=C2)C2=CC=CC=C2)C=CC1O (3,4-diphenyl-2-furancarboxylic acid 2-(3-cyano-4-hydroxybenzoyl)hydrazide), C1(OCCO1)=O (ethylene carbonate). Reagents/catalysts: [I-].C(C)[N+](CC)(CC)CC (tetraethylammonium iodide). Run in CN(C)C=O (DMF). Run at temperature 100 celsius, time 2 hour. Product: OCCOC1=C(C=C(C(=O)NNC(=O)C=2OC=C(C2C2=CC=CC=C2)C2=CC=CC=C2)C=C1)C#N (3,4-diphenyl-2-furancarboxylic acid 2-[4-(2-hydroxyethoxy)-3-cyanobenzoyl]hydrazide). Yield: 56.1%. Reaction SMILES: [C:1]([C:3]1[CH:4]=[C:5]([CH:29]=[CH:30][C:31]=1[OH:32])[C:6]([NH:8][NH:9][C:10]([C:12]1[O:13][CH:14]=[C:15]([C:23]2[CH:28]=[CH:27][CH:26]=[CH:25][CH:24]=2)[C:16]=1[C:17]1[CH:22]=[CH:21][CH:20]=[CH:19][CH:18]=1)=[O:11])=[O:7])#[N:2].C1(=O)O[CH2:36][CH2:35][O:34]1>[I-].C([N+](CC)(CC)CC)C.CN(C=O)C>[OH:34][CH2:35][CH2:36][O:32][C:31]1[CH:30]=[CH:29][C:5]([C:6]([NH:8][NH:9][C:10]([C:12]2[O:13][CH:14]=[C:15]([C:23]3[CH:24]=[CH:25][CH:26]=[CH:27][CH:28]=3)[C:16]=2[C:17]2[CH:22]=[CH:21][CH:20]=[CH:19][CH:18]=2)=[O:11])=[O:7])=[CH:4][C:3]=1[C:1]#[N:2] |f:2.3|. Procedure: A mixture of the compound of Example 18 (0.42 g), ethylene carbonate (0.088 g), tetraethylammonium iodide (0.026 g) and DMF (10 ml) was stirred at 100° C. for 2 hours. The solvent was evaporated under reduced pressure, and the residue was purified by silica gel column chromatography (eluent: 50%→90% ethyl acetate/hexane gradient), thereby giving 0.26 g of the desired compound. HPLC retention time: 6.31 minutes. Reactants: 4.1.a, BrC1=CC(=C(N)C=C1)O (4-bromo-2-hydroxy-aniline), CC1=CC=C(C(=O)O)C=C1 (4-methyl-benzoic acid). The product is BrC1=CC2=C(N=C(O2)C2=CC=C(C=C2)C)C=C1 (6-bromo-2-p-tolyl-benzoxazole). RXN SMILES: [Br:1][C:2]1[CH:8]=[CH:7][C:5]([NH2:6])=[C:4]([OH:9])[CH:3]=1.[CH3:10][C:11]1[CH:19]=[CH:18][C:14]([C:15](O)=O)=[CH:13][CH:12]=1>>[Br:1][C:2]1[CH:8]=[CH:7][C:5]2[N:6]=[C:10]([C:11]3[CH:19]=[CH:18][C:14]([CH3:15])=[CH:13][CH:12]=3)[O:9][C:4]=2[CH:3]=1. Reported procedure: Preparation is carried out analogously to 4.1.a from 4-bromo-2-hydroxy-aniline and 4-methyl-benzoic acid.